This data is from the Open Reaction Database (ORD), a public repository of structured organic reaction records. The task is: describe an organic reaction: reactants, conditions, products, and yield The reactants are N1C(=S)NC(=O)C=C1 (2-thiouracil), C[Si](C)(C)C(C(=O)N)[Si](C)(C)C (bistrimethylsilylacetamide), C(C)OCCl (chloromethyl ethyl ether), saturated aqueous solution, C(O)([O-])=O.[Na+] (sodium hydrogencarbonate). The product is C(C)OCN1C(=S)NC(=O)C=C1 (1-ethoxymethyl-2-thiouracil). Run at time 40 minute. Procedure details: To 100 ml of methylene chloride, 5.1 g (40 mmol) of 2-thiouracil and 22 ml (88 mmol) of bistrimethylsilylacetamide were added under a nitrogen atmosphere, and stirred for 40 minutes at room temperature. To this mixture, 8.2 ml (88 mmole) of chloromethyl ethyl ether and 0.15 g (0.4 mmol) of tetrabutylammonium iodide were added and heated under reflux for 15 hours. Then, the reaction mixture was poured carefully into 50 ml of saturated aqueous solution of sodium hydrogencarbonate and filtered thro... Solvent: C(Cl)Cl (methylene chloride). Reagents/catalysts: [I-].C(CCC)[N+](CCCC)(CCCC)CCCC (tetrabutylammonium iodide). As a reaction SMILES: [NH:1]1[CH:8]=[CH:7][C:5](=[O:6])[NH:4][C:2]1=[S:3].C[Si](C([Si](C)(C)C)C(N)=O)(C)C.[CH2:21]([O:23][CH2:24]Cl)[CH3:22].C(=O)([O-])O.[Na+]>[I-].C([N+](CCCC)(CCCC)CCCC)CCC.C(Cl)Cl>[CH2:21]([O:23][CH2:24][N:1]1[CH:8]=[CH:7][C:5](=[O:6])[NH:4][C:2]1=[S:3])[CH3:22] |f:3.4,5.6|. Isolated yield 14.8%.